From a dataset of the Open Reaction Database (ORD), a public repository of structured organic reaction records. describe an organic reaction: reactants, conditions, products, and yield Starting materials: ClC1=NN=C(C2=CC=C(C=C12)OC)C1=CC(=CC=C1)OC (1-chloro-7-methoxy-4-(3-methoxyphenyl)phthalazine), NC1CCN(CC1)CC1=CC2=CC=CC=C2C=C1 (4-amino-1-(naphthalen-2-ylmethyl)piperidine). Yields the product COC1=CC=C2C(=NN=C(C2=C1)NC1CCN(CC1)CC1=CC2=CC=CC=C2C=C1)C1=CC(=CC=C1)OC (7-methoxy-4-(3-methoxyphenyl)-N-[1-(naphthalen-2-ylmethyl)piperidin-4-yl]phthalazin-1-amine). Reaction SMILES: Cl[C:2]1[C:11]2[C:6](=[CH:7][CH:8]=[C:9]([O:12][CH3:13])[CH:10]=2)[C:5]([C:14]2[CH:19]=[CH:18][CH:17]=[C:16]([O:20][CH3:21])[CH:15]=2)=[N:4][N:3]=1.[NH2:22][CH:23]1[CH2:28][CH2:27][N:26]([CH2:29][C:30]2[CH:39]=[CH:38][C:37]3[C:32](=[CH:33][CH:34]=[CH:35][CH:36]=3)[CH:31]=2)[CH2:25][CH2:24]1>>[CH3:13][O:12][C:9]1[CH:10]=[C:11]2[C:6]([C:5]([C:14]3[CH:19]=[CH:18][CH:17]=[C:16]([O:20][CH3:21])[CH:15]=3)=[N:4][N:3]=[C:2]2[NH:22][CH:23]2[CH2:24][CH2:25][N:26]([CH2:29][C:30]3[CH:39]=[CH:38][C:37]4[C:32](=[CH:33][CH:34]=[CH:35][CH:36]=4)[CH:31]=3)[CH2:27][CH2:28]2)=[CH:7][CH:8]=1. Procedure details: This compound is obtained according to the procedure described in 1.4. by reacting 1-chloro-7-methoxy-4-(3-methoxyphenyl)phthalazine described in 7.3 with 4-amino-1-(naphthalen-2-ylmethyl)piperidine. Reported procedure: In analogy to the procedure described in example 10 c], [rac]-2-ethoxy-3-(4-hydroxy-2-methyl-phenyl)-propionic acid ethyl ester (example 10 b]) was reacted with 2-(4-methyl-2-phenyl-thiazol-5-yl)-ethanol (prepared from (4-methyl-2-phenyl-thiazol-5-yl)-methanol [PCT Int. Appl. (2002), WO 02/80899 A1] according to the reaction sequence described in example 104 a] to c]) in the presence of triphenylphosphine and di-tert-butyl azodicarboxylate to yield [rac]-2-ethoxy-3-{2-methyl-4-[2-(4-methyl-2-phe... As a reaction SMILES: [CH2:1]([O:3][C:4](=[O:18])[CH:5]([O:15][CH2:16][CH3:17])[CH2:6][C:7]1[CH:12]=[CH:11][C:10]([OH:13])=[CH:9][C:8]=1[CH3:14])[CH3:2].[CH3:19][C:20]1[N:21]=[C:22]([C:28]2[CH:33]=[CH:32][CH:31]=[CH:30][CH:29]=2)[S:23][C:24]=1[CH2:25][CH2:26]O.CC1N=C(C2C=CC=CC=2)SC=1CO.C1(P(C2C=CC=CC=2)C2C=CC=CC=2)C=CC=CC=1.N(C(OC(C)(C)C)=O)=NC(OC(C)(C)C)=O>>[CH2:1]([O:3][C:4](=[O:18])[CH:5]([O:15][CH2:16][CH3:17])[CH2:6][C:7]1[CH:12]=[CH:11][C:10]([O:13][CH2:26][CH2:25][C:24]2[S:23][C:22]([C:28]3[CH:33]=[CH:32][CH:31]=[CH:30][CH:29]=3)=[N:21][C:20]=2[CH3:19])=[CH:9][C:8]=1[CH3:14])[CH3:2]. Starting materials: C(C)OC(C(CC1=C(C=C(C=C1)O)C)OCC)=O ([rac]-2-ethoxy-3-(4-hydroxy-2-methyl-phenyl)-propionic acid ethyl ester), C1(=CC=CC=C1)P(C1=CC=CC=C1)C1=CC=CC=C1 (triphenylphosphine), N(=NC(=O)OC(C)(C)C)C(=O)OC(C)(C)C (di-tert-butyl azodicarboxylate), CC=1N=C(SC1CCO)C1=CC=CC=C1 (2-(4-methyl-2-phenyl-thiazol-5-yl)-ethanol), CC=1N=C(SC1CO)C1=CC=CC=C1 ((4-methyl-2-phenyl-thiazol-5-yl)-methanol). The product is C(C)OC(C(CC1=C(C=C(C=C1)OCCC1=C(N=C(S1)C1=CC=CC=C1)C)C)OCC)=O ([rac]-2-ethoxy-3-{2-methyl-4-[2-(4-methyl-2-phenyl-thiazol-5-yl)-ethoxy]-phenyl}-propionic acid ethyl ester). The reactants are CC(=O)O, COC(=O)COc1ncccc1Oc1cc(-n2c(=O)cc(C(F)(F)F)n(C)c2=O)c(F)cc1[N+](=O)[O-], [Fe], O. The product is COC(=O)COc1ncccc1Oc1cc(-n2c(=O)cc(C(F)(F)F)n(C)c2=O)c(F)cc1N. As a reaction SMILES: [CH3:38][C:39](=[O:40])[OH:41].[F:2][c:3]1[cH:4][c:5]([N+:35]([O-:36])=[O:37])[c:6]([O:7][c:8]2[c:9]([O:14][CH2:15][C:16](=[O:17])[O:18][CH3:19])[n:10][cH:11][cH:12][cH:13]2)[cH:20][c:21]1-[n:22]1[c:23](=[O:34])[n:24]([CH3:33])[c:25]([C:29]([F:30])([F:31])[F:32])[cH:26][c:27]1=[O:28].[Fe:42].[OH2:1]>>[F:2][c:3]1[cH:4][c:5]([NH2:35])[c:6]([O:7][c:8]2[c:9]([O:14][CH2:15][C:16](=[O:17])[O:18][CH3:19])[n:10][cH:11][cH:12][cH:13]2)[cH:20][c:21]1-[n:22]1[c:23](=[O:34])[n:24]([CH3:33])[c:25]([C:29]([F:30])([F:31])[F:32])[cH:26][c:27]1=[O:28]. Starting materials: CC(=CC(=O)N1CCOCC1)CCC=C(CCC=C(CCC=C(C)C)C)C (4-(3,7,11,15-tetramethyl-2,6,10,14-hexadecatetraenoyl)morpholine). The reagents and catalysts are [C].[Pd] (palladium-carbon). Solvent: O1CCOCC1 (dioxane). Product: CC(CC(=O)N1CCOCC1)CCCC(CCCC(CCCC(C)C)C)C (4-(3,7,11,15-tetramethylhexadecanoyl)morpholine). Isolated yield 88.1%. RXN SMILES: [CH3:1][C:2]([CH2:12][CH2:13][CH:14]=[C:15]([CH3:27])[CH2:16][CH2:17][CH:18]=[C:19]([CH3:26])[CH2:20][CH2:21][CH:22]=[C:23]([CH3:25])[CH3:24])=[CH:3][C:4]([N:6]1[CH2:11][CH2:10][O:9][CH2:8][CH2:7]1)=[O:5]>O1CCOCC1.[C].[Pd]>[CH3:1][CH:2]([CH2:12][CH2:13][CH2:14][CH:15]([CH3:27])[CH2:16][CH2:17][CH2:18][CH:19]([CH3:26])[CH2:20][CH2:21][CH2:22][CH:23]([CH3:25])[CH3:24])[CH2:3][C:4]([N:6]1[CH2:7][CH2:8][O:9][CH2:10][CH2:11]1)=[O:5] |f:2.3|. Procedure details: In 100 ml of dioxane was dissolved 10 g of the compound obtained in step (a) above, and 1 g of 10% palladium-carbon was added to the solution. Reaction was carried out in an autoclave under a hydrogen gas pressure of 10 atmospheres at room temperature for 3 hours. The liquid reaction mixture was filtered, and the solvent was removed from the filtrate by distillation. The residue was purified by column chromatography using silica gel to obtain 9 g of the intended compound in the form of an oil. The reactants are CN1CCN2c3c(cccc31)C1CNCCC12, Fc1ccc2c(CCCCl)noc2c1, N. Product: CN1CCN2c3c(cccc31)C1CN(CCCc3noc4cc(F)ccc34)CCC12, Cl. As a reaction SMILES: [CH3:15][N:16]1[CH2:17][CH2:18][N:19]2[c:20]3[c:21]([cH:22][cH:23][cH:24][c:25]31)[CH:26]1[CH:27]2[CH2:28][CH2:29][NH:30][CH2:31]1.[Cl:1][CH2:2][CH2:3][CH2:4][c:5]1[n:6][o:7][c:8]2[c:9]1[cH:10][cH:11][c:12]([F:14])[cH:13]2.[NH3:32]>>[CH2:2]([CH2:3][CH2:4][c:5]1[n:6][o:7][c:8]2[c:9]1[cH:10][cH:11][c:12]([F:14])[cH:13]2)[N:30]1[CH2:29][CH2:28][CH:27]2[N:19]3[CH2:18][CH2:17][N:16]([CH3:15])[c:25]4[c:20]3[c:21]([cH:22][cH:23][cH:24]4)[CH:26]2[CH2:31]1.[ClH:1]. The reactants are C([O-])([O-])=O.[K+].[K+] (Potassium carbonate), O=S1(N=C2N(CC1)CCCC2C2=CC=C(C=C2)O)=O (4-(2,2-dioxido-3,4,6,7,8,9-hexahydropyrido[2,1-c][1,2,4]thiadiazin-9-yl)phenol), ClC1=C(C#N)C=CC(=C1)F (2-chloro-4-fluorobenzonitrile). Run in CN(C)C=O (DMF). Conditions: temperature 60 celsius, time 8 hour. Product: ClC1=C(C#N)C=CC(=C1)OC1=CC=C(C=C1)C1CCCN2C1=NS(CC2)(=O)=O (2-chloro-4-[4-(2,2-dioxido-3,4,6,7,8,9-hexahydropyrido[2,1-c][1,2,4]thiadiazin-9-yl)phenoxy]benzonitrile). The yield is 43.4%. Reaction SMILES: C(=O)([O-])[O-].[K+].[K+].[O:7]=[S:8]1(=[O:25])[CH2:13][CH2:12][N:11]2[CH2:14][CH2:15][CH2:16][CH:17]([C:18]3[CH:23]=[CH:22][C:21]([OH:24])=[CH:20][CH:19]=3)[C:10]2=[N:9]1.[Cl:26][C:27]1[CH:34]=[C:33](F)[CH:32]=[CH:31][C:28]=1[C:29]#[N:30]>CN(C=O)C>[Cl:26][C:27]1[CH:34]=[C:33]([O:24][C:21]2[CH:22]=[CH:23][C:18]([CH:17]3[C:10]4=[N:9][S:8](=[O:7])(=[O:25])[CH2:13][CH2:12][N:11]4[CH2:14][CH2:15][CH2:16]3)=[CH:19][CH:20]=2)[CH:32]=[CH:31][C:28]=1[C:29]#[N:30] |f:0.1.2|. Procedure: Potassium carbonate (73.9 mg) was added to a mixture of 4-(2,2-dioxido-3,4,6,7,8,9-hexahydropyrido[2,1-c][1,2,4]thiadiazin-9-yl)phenol (50 mg) and 2-chloro-4-fluorobenzonitrile (41.6 mg) in DMF (dry) (1 mL). The mixture was stirred at 60° C. under atmosphere overnight. The mixture was quenched with water and extracted with EtOAc. The organic layer was separated, washed with water and brine, dried over anhydrous magnesium sulfate and concentrated in vacuo. The residue was purified by column chrom... Reactants: COS(=O)(=O)OC, C=CCc1cccc(Oc2ccccc2Cl)c1O, [K+], [OH-]. Yields the product C=CCc1cccc(Oc2ccccc2Cl)c1OC. As a reaction SMILES: [CH3:19][O:20][S:21]([O:22][CH3:23])(=[O:24])=[O:25].[Cl:1][c:2]1[c:3]([O:4][c:5]2[c:6]([OH:14])[c:7]([CH2:11][CH:12]=[CH2:13])[cH:8][cH:9][cH:10]2)[cH:15][cH:16][cH:17][cH:18]1.[K+:27].[OH-:26]>>[Cl:1][c:2]1[c:3]([O:4][c:5]2[c:6]([O:14][CH3:19])[c:7]([CH2:11][CH:12]=[CH2:13])[cH:8][cH:9][cH:10]2)[cH:15][cH:16][cH:17][cH:18]1.